This data is from the Open Reaction Database (ORD), a public repository of structured organic reaction records. The task is: describe an organic reaction: reactants, conditions, products, and yield Starting materials: ice, C(C1=CC=CC=C1)N1CC(C(C1)C=1SC=C(C1)Br)C(=O)Cl (1-Benzyl-4-(4-bromo-thiophen-2-yl)-pyrrolidine-3-carbonyl chloride), [Al+3].[Cl-].[Cl-].[Cl-] (AlCl3). Run in C(Cl)Cl (CH2Cl2), C(Cl)Cl (CH2Cl2). Reaction conditions: time 45 minute. Product: C(C1=CC=CC=C1)N1CC2C(C3=C(C2C1)SC=C3Br)=O (2-Benzyl-6-bromo-2,3,3a,7a-tetrahydro-1H-4-thia-2-aza-cyclopenta[α]pentalen-7-one). Isolated yield 72.0%. As a reaction SMILES: [CH2:1]([N:8]1[CH2:12][CH:11]([C:13]2[S:14][CH:15]=[C:16]([Br:18])[CH:17]=2)[CH:10]([C:19](Cl)=[O:20])[CH2:9]1)[C:2]1[CH:7]=[CH:6][CH:5]=[CH:4][CH:3]=1.[Al+3].[Cl-].[Cl-].[Cl-]>C(Cl)Cl>[CH2:1]([N:8]1[CH2:12][CH:11]2[CH:10]([C:19](=[O:20])[C:17]3[C:16]([Br:18])=[CH:15][S:14][C:13]=32)[CH2:9]1)[C:2]1[CH:7]=[CH:6][CH:5]=[CH:4][CH:3]=1 |f:1.2.3.4|. Procedure: A solution of the product from step d) (4.04 g, 9.59 mmol) in CH2Cl2 (13.7 ml) was added dropwise to a slurry of AlCl3 (3.83 g, 28.77 mmol) in CH2Cl2 (36 ml) at 22° C. After 45 minutes, the reaction mixture was poured into ice cold 2 M NaOH (100 ml) and extracted with CH2Cl2 (300 ml). The organic layer was dried (MgSO4) and solvent evaporated in vacuo to give a residue that was purified by silica-gel chromatography using a ethyl acetate/hexanes gradient (0% to 50% ethyl acetate) to give the subt... As a reaction SMILES: [Na].[NH2:2][C:3]1[CH:8]=[CH:7][C:6]([SH:9])=[CH:5][CH:4]=1.Cl[CH2:11][CH2:12][CH2:13][CH2:14][CH2:15][CH2:16][OH:17]>C(O)C>[NH2:2][C:3]1[CH:8]=[CH:7][C:6]([S:9][CH2:11][CH2:12][CH2:13][CH2:14][CH2:15][CH2:16][OH:17])=[CH:5][CH:4]=1 |^1:0|. Product: NC1=CC=C(C=C1)SCCCCCCO ((4-Aminophenyl)-(6-hydroxyhexyl)sulfide). Starting materials: ClCCCCCCO (6-Chlorohexanol), [Na] (Sodium), NC1=CC=C(C=C1)S (4-aminothiophenol), [Na] (sodium). Run in C(C)O (ethanol). Reaction conditions: time 1 hour. Procedure: Sodium metal (24 g, 1.05 mol) was added cautiously, in small portions, to 1 liter of stirred absolute ethanol under nitrogen. When the sodium has dissolved, 125 g (1.0 mol) of 4-aminothiophenol was added slowly. 6-Chlorohexanol (143 g, 1.05 mol) was added in small portions, and the resulting mixture was heated at reflux with stirring for one hour. The reaction mixture was cooled, filtered, and the ethanol was evaporated at reduced pressure. The residue was taken up in dichloromethane, and the so...